From a dataset of the Open Reaction Database (ORD), a public repository of structured organic reaction records. describe an organic reaction: reactants, conditions, products, and yield The reactants are CO, CC(C)CC(C(=O)OCc1ccc([N+](=O)[O-])cc1)N(C(=O)OC(C)(C)C)C1CC1, [Na+], [OH-], O. Yields the product CC(C)CC(C(=O)O)N(C(=O)OC(C)(C)C)C1CC1. As a reaction SMILES: [CH3:33][OH:34].[N+:1]([c:2]1[cH:3][cH:4][c:5]([CH2:6][O:9][C:10]([CH:11]([N:12]([CH:13]2[CH2:14][CH2:15]2)[C:16](=[O:17])[O:18][C:19]([CH3:20])([CH3:21])[CH3:22])[CH2:23][CH:24]([CH3:25])[CH3:26])=[O:27])[cH:7][cH:8]1)([O-:28])=[O:29].[Na+:31].[OH-:30].[OH2:32]>>[O:9]=[C:10]([CH:11]([N:12]([CH:13]1[CH2:14][CH2:15]1)[C:16](=[O:17])[O:18][C:19]([CH3:20])([CH3:21])[CH3:22])[CH2:23][CH:24]([CH3:25])[CH3:26])[OH:27].